Dataset: the Open Reaction Database (ORD), a public repository of structured organic reaction records. Task: describe an organic reaction: reactants, conditions, products, and yield The reactants are C(C)(C)(C)OC(=O)N1CCN(CCC1)C1=NC2=C(N1CCN1N=NN=C1)C=CC=C2 (1-(t-butoxycarbonyl)-4-(1-(2-(1H-tetrazol-1-yl)ethyl)-1H-benzimidazol-2-yl)[1,4]diazepane), Cl (hydrochloric acid), O1CCOCC1 (dioxane), aqueous solution, [OH-].[Na+] (sodium hydroxide). The solvent is CO.ClCCl (methanol dichloromethane), CO (methanol). Run at time 4 hour. Yields the product N1(N=NN=C1)CCN1C(=NC2=C1C=CC=C2)N2CCNCCC2 (4-(1-(2-(1H-tetrazol-1-yl)ethyl)-1H-benzimidazol-2-yl)[1,4]diazepane). As a reaction SMILES: C(OC([N:8]1[CH2:14][CH2:13][CH2:12][N:11]([C:15]2[N:19]([CH2:20][CH2:21][N:22]3[CH:26]=[N:25][N:24]=[N:23]3)[C:18]3[CH:27]=[CH:28][CH:29]=[CH:30][C:17]=3[N:16]=2)[CH2:10][CH2:9]1)=O)(C)(C)C.Cl.O1CCOCC1.[OH-].[Na+]>CO.ClCCl.CO>[N:22]1([CH2:21][CH2:20][N:19]2[C:18]3[CH:27]=[CH:28][CH:29]=[CH:30][C:17]=3[N:16]=[C:15]2[N:11]2[CH2:12][CH2:13][CH2:14][NH:8][CH2:9][CH2:10]2)[CH:26]=[N:25][N:24]=[N:23]1 |f:3.4,5.6|. Procedure details: Combine 1-(t-butoxycarbonyl)-4-(1-(2-(1H-tetrazol-1-yl)ethyl)-1H-benzimidazol-2-yl)[1,4]diazepane (2.06 g) and methanol (15 mL). Add a solution of hydrochloric acid in dioxane (4 mL, 4 M, 16 mmol) and stir. After 4 hours, add a 1 M aqueous solution of sodium hydroxide until the pH is about 14. Concentrate in vacuo to remove most of the methanol and then extract 5 times with dichloromethane. Dry the combined organic layers over Na2SO4, filter, and concentrate in vacuo to give a residue. Chromatog... The reactants are CC#N, Cc1ccc2c(c1)C(c1ccccc1)NCC2, O=C1CCC(=O)O1. Product: Cc1ccc2c(c1)C(c1ccccc1)N(C(=O)CCC(=O)O)CC2. Reaction SMILES: [CH3:25][C:26]#[N:27].[CH3:8][c:9]1[cH:10][cH:11][c:12]2[c:17]([cH:18]1)[CH:16]([c:19]1[cH:20][cH:21][cH:22][cH:23][cH:24]1)[NH:15][CH2:14][CH2:13]2.[O:1]=[C:2]1[CH2:3][CH2:4][C:5](=[O:6])[O:7]1>>[O:1]=[C:2]([CH2:3][CH2:4][C:5](=[O:6])[N:15]1[CH2:14][CH2:13][c:12]2[cH:11][cH:10][c:9]([CH3:8])[cH:18][c:17]2[CH:16]1[c:19]1[cH:20][cH:21][cH:22][cH:23][cH:24]1)[OH:7].